From a dataset of the Open Reaction Database (ORD), a public repository of structured organic reaction records. describe an organic reaction: reactants, conditions, products, and yield Starting materials: ClCCl, CC1CNCC(C)N1C(=O)OC(C)(C)C, O=Cc1ccc(C2Nc3cccc4c(=O)[nH]nc(c34)C2c2ccc(F)cc2)cc1. Yields the product CC1CN(Cc2ccc(C3Nc4cccc5c(=O)[nH]nc(c45)C3c3ccc(F)cc3)cc2)CC(C)N1C(=O)OC(C)(C)C. RXN SMILES: [CH2:45]([Cl:46])[Cl:47].[CH3:30][CH:31]1[N:32]([C:38](=[O:39])[O:40][C:41]([CH3:42])([CH3:43])[CH3:44])[CH:33]([CH3:37])[CH2:34][NH:35][CH2:36]1.[F:1][c:2]1[cH:3][cH:4][c:5]([CH:8]2[CH:9]([c:22]3[cH:23][cH:24][c:25]([CH:26]=[O:27])[cH:28][cH:29]3)[NH:10][c:11]3[c:12]4[c:13]2[n:14][nH:15][c:16](=[O:21])[c:17]4[cH:18][cH:19][cH:20]3)[cH:6][cH:7]1>>[F:1][c:2]1[cH:3][cH:4][c:5]([CH:8]2[CH:9]([c:22]3[cH:23][cH:24][c:25]([CH2:26][N:35]4[CH2:34][CH:33]([CH3:37])[N:32]([C:38](=[O:39])[O:40][C:41]([CH3:42])([CH3:43])[CH3:44])[CH:31]([CH3:30])[CH2:36]4)[cH:28][cH:29]3)[NH:10][c:11]3[c:12]4[c:13]2[n:14][nH:15][c:16](=[O:21])[c:17]4[cH:18][cH:19][cH:20]3)[cH:6][cH:7]1. Starting materials: C(C)(C)(C)OC1=NC(=CC=C1)C(F)F (2-tert-butoxy-6-difluoromethylpyridine). Run in ClCCl (dichloromethane). Reaction conditions: time 16 hour. Yields the product FC(C1=CC=CC(N1)=O)F (6-difluoromethylpyrid-2-one). The yield is 103.2%. RXN SMILES: C([O:5][C:6]1[CH:11]=[CH:10][CH:9]=[C:8]([CH:12]([F:14])[F:13])[N:7]=1)(C)(C)C>ClCCl>[F:13][CH:12]([F:14])[C:8]1[NH:7][C:6](=[O:5])[CH:11]=[CH:10][CH:9]=1. Procedure: To a solution of 2-tert-butoxy-6-difluoromethylpyridine (4.3 g) in dichloromethane (25 ml) trifluoroacetic acid (2 ml) was added. The reaction was stirred for 16 hours and then concentrated. The residue was diluted with water and neutralised with sodium bicarbonate. The solid formed was extracted into ethyl acetate, dried and concentrated to give 6-difluoromethylpyrid-2-one (3.2 g, 72% yield) as a white solid; 1H NMR (270 MHz): δ 6.31, 6.53, 6.75 (1H,t), 6.56(1H,m), 6.75(1H,m), 7.52(1H,m), 12.5(... Starting materials: C(#N)[BH3-].[Na+] (sodium cyanoborohydride), ClC=1C=C(C=CC1Cl)[C@@H](CN(C(C1=CC=CC=C1)=O)C)CC=O ((S)-N-[2-(3,4-Dichlorophenyl)-4-oxobutyl]-N-methylbenzamide), O=C1N(CC2=CC=CC=C12)C1CCNCC1 (4-(1-oxoiso-indolin-2-yl) piperidine), C(C)(=O)O (acetic acid). Run in C([O-])(O)=O.[Na+] (sodium bicarbonate), CO (methanol), CO (methanol), CO (methanol). Reaction conditions: time 15 minute. The product is Cl.ClC=1C=C(C=CC1Cl)[C@@H](CN(C(C1=CC=CC=C1)=O)C)CCN1CCC(CC1)N1C(C2=CC=CC=C2C1)=O ((S)-N-[2-(3,4-Dichlorophenyl) -4- [4-(1-oxoisoindolin-2-yl) piperidino]butyl]-N-methylbenzamide hydrochloride). The yield is 172.4%. As a reaction SMILES: [Cl:1][C:2]1[CH:3]=[C:4]([C@H:9]([CH2:21][CH:22]=O)[CH2:10][N:11]([CH3:20])[C:12](=[O:19])[C:13]2[CH:18]=[CH:17][CH:16]=[CH:15][CH:14]=2)[CH:5]=[CH:6][C:7]=1[Cl:8].[O:24]=[C:25]1[C:33]2[C:28](=[CH:29][CH:30]=[CH:31][CH:32]=2)[CH2:27][N:26]1[CH:34]1[CH2:39][CH2:38][NH:37][CH2:36][CH2:35]1.C(O)(=O)C.C([BH3-])#N.[Na+]>CO.C(=O)(O)[O-].[Na+]>[ClH:1].[Cl:1][C:2]1[CH:3]=[C:4]([C@H:9]([CH2:21][CH2:22][N:37]2[CH2:38][CH2:39][CH:34]([N:26]3[CH2:27][C:28]4[C:33](=[CH:32][CH:31]=[CH:30][CH:29]=4)[C:25]3=[O:24])[CH2:35][CH2:36]2)[CH2:10][N:11]([CH3:20])[C:12](=[O:19])[C:13]2[CH:14]=[CH:15][CH:16]=[CH:17][CH:18]=2)[CH:5]=[CH:6][C:7]=1[Cl:8] |f:3.4,6.7,8.9|. Procedure details: (S)-N-[2-(3,4-Dichlorophenyl)-4-oxobutyl]-N-methylbenzamide (270 mg) in methanol (2 mL) was added to a solution of 4-(1-oxoiso-indolin-2-yl) piperidine (200 mg) and acetic acid (0.053 mL) in methanol (3 mL). After 15 minutes, sodium cyanoborohydride (58 mg) in methanol (1 mL) was added in a single portion. After 6 hours, the reaction mixture was diluted with aqueous sodium bicarbonate, stirred for 30 minutes, and extracted with dichloromethane. The organic extracts were dried, evaporated, and ch... The reactants are ice water, ClC1=C(C(=O)Cl)C=CC=C1 (o-chlorobenzoyl chloride), S1C=CC=C1 (thiophene), [Cl-].[Cl-].[Cl-].[Al+3] (aluminum trichloride). Run in C(=S)=S (carbon disulfide). Conditions: time 1 hour. Product: ClC1=C(C=CC=C1)C(=O)C=1SC=CC1 (1-(2-chlorophenyl)-1-(2-thienyl)methanone). RXN SMILES: [Cl:1][C:2]1[CH:10]=[CH:9][CH:8]=[CH:7][C:3]=1[C:4](Cl)=[O:5].[S:11]1[CH:15]=[CH:14][CH:13]=[CH:12]1.[Cl-].[Cl-].[Cl-].[Al+3]>C(=S)=S>[Cl:1][C:2]1[CH:10]=[CH:9][CH:8]=[CH:7][C:3]=1[C:4]([C:12]1[S:11][CH:15]=[CH:14][CH:13]=1)=[O:5] |f:2.3.4.5|. Procedure details: To a cooled solution of 58 mL of o-chlorobenzoyl chloride and 24 ml of thiophene in 700 mL of carbon disulfide, cooled to 0° C. under a nitrogen atmosphere, was added 134 g of aluminum trichloride portionwise over a 20-minute period. A delayed exotherm was noted and the resulting deep red mixture was stirred for one hour at room temperature. Reaction mixture was poured into 4.0 kg of ice-water, extracted with methylene chloride and the organic layer washed three times with 1N NaOH followed by a ... Reactants: BrC1=CC=C(C=C1)CCBr (1-bromo-4-(2-bromoethyl)benzene), [ 1996 ], ClC=1C=C(C=C(C1)Cl)N1C(N2C(CNCC2)C1=O)=O (2-(3,5-dichlorophenyl)-tetrahydro-imidazo[1,5-a]pyrazine-1,3-dione), C([O-])([O-])=O.[K+].[K+] (potassium carbonate), [I-].[Na+] (sodium iodide). The solvent is C(C)(C)C(=O)C (methyl isopropyl ketone). The product is BrC1=CC=C(C=C1)CCN1CC2N(CC1)C(N(C2=O)C2=CC(=CC(=C2)Cl)Cl)=O (7-[2-(4-bromophenyl)ethyl]-2-(3,5-dichlorophenyl)-tetrahydro-imidazo[1,5-a]pyrazine-1,3-dione). RXN SMILES: [Br:1][C:2]1[CH:7]=[CH:6][C:5]([CH2:8][CH2:9]Br)=[CH:4][CH:3]=1.[Cl:11][C:12]1[CH:13]=[C:14]([N:19]2[C:27](=[O:28])[CH:22]3[CH2:23][NH:24][CH2:25][CH2:26][N:21]3[C:20]2=[O:29])[CH:15]=[C:16]([Cl:18])[CH:17]=1.C(=O)([O-])[O-].[K+].[K+].[I-].[Na+]>C(C(C)=O)(C)C>[Br:1][C:2]1[CH:7]=[CH:6][C:5]([CH2:8][CH2:9][N:24]2[CH2:25][CH2:26][N:21]3[C:20](=[O:29])[N:19]([C:14]4[CH:15]=[C:16]([Cl:18])[CH:17]=[C:12]([Cl:11])[CH:13]=4)[C:27](=[O:28])[CH:22]3[CH2:23]2)=[CH:4][CH:3]=1 |f:2.3.4,5.6|. Reported procedure: A mixture of 1-bromo-4-(2-bromoethyl)benzene (101 mg, 0.38 mmol, prepared as described in Synth.Commun [1996], 26, pp. 1467-1472), 2-(3,5-dichlorophenyl)-tetrahydro-imidazo[1,5-a]pyrazine-1,3-dione (100 mg, 0.33 mmol, Prep. 19), potassium carbonate (48 mg, 0.35 mmol) and sodium iodide (10 mg, 0.06 mmol) in methyl isopropyl ketone (2 mL) was heated at 100° C. for 48 h. The precipitate was discarded and the filtrate was concentrated under vacuum and chromatographed over silica gel (CH2Cl2). The ob... The reactants are BrC(Br)(Br)Br, ClCCl, O=[N+]([O-])c1cc(F)ccc1CCO, c1ccc(P(c2ccccc2)c2ccccc2)cc1. Product: O=[N+]([O-])c1cc(F)ccc1CCBr. Reaction SMILES: [C:33]([Br:34])([Br:35])([Br:36])[Br:37].[CH2:38]([Cl:39])[Cl:40].[F:1][c:2]1[cH:3][c:4]([N+:11](=[O:12])[O-:13])[c:5]([CH2:8][CH2:9][OH:10])[cH:6][cH:7]1.[c:14]1([P:15]([c:16]2[cH:17][cH:18][cH:19][cH:20][cH:21]2)[c:22]2[cH:23][cH:24][cH:25][cH:26][cH:27]2)[cH:28][cH:29][cH:30][cH:31][cH:32]1>>[F:1][c:2]1[cH:3][c:4]([N+:11](=[O:12])[O-:13])[c:5]([CH2:8][CH2:9][Br:34])[cH:6][cH:7]1.